Dataset: the Open Reaction Database (ORD), a public repository of structured organic reaction records. Task: describe an organic reaction: reactants, conditions, products, and yield RXN SMILES: [Br:1][c:2]1[cH:3][c:4]([N+:9]([O-:10])=[O:11])[c:5]([OH:8])[cH:6][cH:7]1.[CH3:22][OH:23].[Na+:21].[O-:17][C:18]([OH:19])=[O:20].[OH2:12].[OH2:13].[Sn:14]([Cl:15])[Cl:16]>>[Br:1][c:2]1[cH:3][c:4]([NH2:9])[c:5]([OH:8])[cH:6][cH:7]1. Reactants: O=[N+]([O-])c1cc(Br)ccc1O, CO, [Na+], O=C([O-])O, O, O, Cl[Sn]Cl. Yields the product Nc1cc(Br)ccc1O. Starting materials: Cl.N=C1C=NN(C=C1)C1=CC=CC=C1 (1,4-dihydro-4-imino-1-phenylpyridazine hydrochloride), C(C(C)C)(=O)Cl (isobutyryl chloride). The product is Cl.C(C(C)C)(=O)N=C1C=NN(C=C1)C1=CC=CC=C1 (1,4-dihydro-4-isobutyrylimino-1-phenylpyridazine hydrochloride). The yield is 67.0%. Reaction SMILES: Cl.[NH:2]=[C:3]1[CH:8]=[CH:7][N:6]([C:9]2[CH:14]=[CH:13][CH:12]=[CH:11][CH:10]=2)[N:5]=[CH:4]1.[C:15]([Cl:20])(=[O:19])[CH:16]([CH3:18])[CH3:17]>>[ClH:20].[C:15]([N:2]=[C:3]1[CH:8]=[CH:7][N:6]([C:9]2[CH:10]=[CH:11][CH:12]=[CH:13][CH:14]=2)[N:5]=[CH:4]1)(=[O:19])[CH:16]([CH3:18])[CH3:17] |f:0.1,3.4|. Reported procedure: 5.0 g (21.4 millimoles) of 1,4-dihydro-4-imino-1-phenylpyridazine hydrochloride in 20 ml of isobutyryl chloride were refluxed for 20 hours, while stirring. The mixture was cooled and then filtered under suction, and the residue was washed with acetone and recrystallized from ethanol/methyl tert.-butyl ether. 4.5 g (67% of theory) of 1,4-dihydro-4-isobutyrylimino-1-phenylpyridazine hydrochloride were isolated as colorless crystals of melting point 240°-242° C. Starting materials: ClCCl, CCN(C(C)C)C(C)C, O=C(Cl)Oc1ccc([N+](=O)[O-])cc1, Cl, O=C1N(C2CCC(O)CC2)CCC12CCCNC2. Yields the product O=C(Oc1ccc([N+](=O)[O-])cc1)N1CCCC2(CCN(C3CCC(O)CC3)C2=O)C1. As a reaction SMILES: [CH2:42]([Cl:43])[Cl:44].[CH:33]([N:34]([CH2:35][CH3:36])[CH:37]([CH3:38])[CH3:39])([CH3:40])[CH3:41].[Cl:20][C:21](=[O:22])[O:23][c:24]1[cH:25][cH:26][c:27]([N+:30](=[O:31])[O-:32])[cH:28][cH:29]1.[ClH:1].[OH:2][CH:3]1[CH2:4][CH2:5][CH:6]([N:9]2[C:10](=[O:19])[C:11]3([CH2:12][CH2:13]2)[CH2:14][NH:15][CH2:16][CH2:17][CH2:18]3)[CH2:7][CH2:8]1>>[OH:2][CH:3]1[CH2:4][CH2:5][CH:6]([N:9]2[C:10](=[O:19])[C:11]3([CH2:12][CH2:13]2)[CH2:14][N:15]([C:21](=[O:22])[O:23][c:24]2[cH:25][cH:26][c:27]([N+:30](=[O:31])[O-:32])[cH:28][cH:29]2)[CH2:16][CH2:17][CH2:18]3)[CH2:7][CH2:8]1. The reactants are O1N=C(C2=C1C=CC=C2)NC(=O)N2CCN(CC2)C2=NC(=NS2)N2CCC(CC2)NC(OC(C)(C)C)=O (tert-butyl [1-(5-{4-[(1,2-benzisoxazol-3-ylamino)carbonyl]piperazin-1-yl}-1,2,4-thiadiazol-3-yl)piperidin-4-yl]carbamate), Cl (hydrogen chloride). The solvent is O1CCCC1 (tetrahydrofuran), CO (methanol), C(C)(=O)OCC (ethyl acetate). Conditions: time 5 hour. The product is Cl.Cl.NC1CCN(CC1)C1=NSC(=N1)N1CCN(CC1)C(=O)NC1=NOC2=C1C=CC=C2 (4-[3-(4-Aminopiperidin-1-yl)-1,2,4-thiadiazol-5-yl]-N-1,2-benzisoxazol-3-ylpiperazine-1-carboxamide dihydrochloride). Isolated yield 95.5%. As a reaction SMILES: [O:1]1[C:5]2[CH:6]=[CH:7][CH:8]=[CH:9][C:4]=2[C:3]([NH:10][C:11]([N:13]2[CH2:18][CH2:17][N:16]([C:19]3[S:23][N:22]=[C:21]([N:24]4[CH2:29][CH2:28][CH:27]([NH:30]C(=O)OC(C)(C)C)[CH2:26][CH2:25]4)[N:20]=3)[CH2:15][CH2:14]2)=[O:12])=[N:2]1.[ClH:38]>O1CCCC1.CO.C(OCC)(=O)C>[ClH:38].[ClH:38].[NH2:30][CH:27]1[CH2:28][CH2:29][N:24]([C:21]2[N:20]=[C:19]([N:16]3[CH2:15][CH2:14][N:13]([C:11]([NH:10][C:3]4[C:4]5[CH:9]=[CH:8][CH:7]=[CH:6][C:5]=5[O:1][N:2]=4)=[O:12])[CH2:18][CH2:17]3)[S:23][N:22]=2)[CH2:25][CH2:26]1 |f:5.6.7|. Reported procedure: To a solution of tert-butyl [1-(5-{4-[(1,2-benzisoxazol-3-ylamino)carbonyl]piperazin-1-yl}-1,2,4-thiadiazol-3-yl)piperidin-4-yl]carbamate (200 mg, 0.378 mmol) in tetrahydrofuran (10 ml) and methanol (10 ml) was added a solution of 4 N hydrogen chloride in ethyl acetate (10 ml), and the mixture was stirred at room temperature for 5 hours. The solvent was distilled off under reduced pressure, and the residue was recrystallized from a mixed solvent of methanol and diethyl ether to give 181 mg (95.5... Reactants: CC(=O)[O-], CC(=O)[O-], CC(=O)[O-], ClCCl, Cl, CCOC(=O)C(=[N+]=[N-])C(=O)CCC(C)C, [Rh+3]. The product is CCOC(=O)C1C(=O)CCC1(C)C. RXN SMILES: [C:20]([O-:21])(=[O:22])[CH3:23].[C:25]([O-:26])(=[O:27])[CH3:28].[C:29]([O-:30])(=[O:31])[CH3:32].[Cl:17][CH2:18][Cl:19].[ClH:16].[N+:1](=[N-:2])=[C:3]([C:4](=[O:5])[O:6][CH2:7][CH3:8])[C:9]([CH2:10][CH2:11][CH:12]([CH3:13])[CH3:14])=[O:15].[Rh+3:24]>>[CH:3]1([C:4](=[O:5])[O:6][CH2:7][CH3:8])[C:9](=[O:15])[CH2:10][CH2:11][C:12]1([CH3:13])[CH3:14]. As a reaction SMILES: [CH3:1][O:2][C:3]1[CH:11]=[CH:10][CH:9]=[C:8]2[C:4]=1[CH:5]=[C:6]([CH3:12])[NH:7]2.[H-].[Na+].CCCCCC.Cl[CH2:22][C:23]1[CH:24]=[C:25]([C:29]2[CH:34]=[CH:33][CH:32]=[CH:31][CH:30]=2)[CH:26]=[CH:27][CH:28]=1>CN(C=O)C.O>[C:25]1([C:29]2[CH:30]=[CH:31][CH:32]=[CH:33][CH:34]=2)[CH:26]=[CH:27][CH:28]=[C:23]([CH2:22][N:7]2[C:8]3[C:4](=[C:3]([O:2][CH3:1])[CH:11]=[CH:10][CH:9]=3)[CH:5]=[C:6]2[CH3:12])[CH:24]=1 |f:1.2|. The product is C1(=CC(=CC=C1)CN1C(=CC2=C(C=CC=C12)OC)C)C1=CC=CC=C1 (1-((1,1′-biphenyl)-3-ylmethyl)-2-methyl-4-methoxy-1H-indole). The reactants are COC1=C2C=C(NC2=CC=C1)C (4-methoxy-2-methyl-1H-indole), [H-].[Na+] (NaH), CCCCCC (hexane), ClCC=1C=C(C=CC1)C1=CC=CC=C1 (3-(chloromethyl)biphenyl). Procedure details: 805 mg (5 mmol) of 4-methoxy-2-methyl-1H-indole is reacted with 200 mg (5 mmol) of 60% NaH/mineral oil (washing with hexane before adding DMF) in 15 mL of DMF and after stirring for 0.5 hour, 1.0 g (5 mmol) of 3-(chloromethyl)biphenyl is added. The mixture is stirred at room temperature for 18 hours, diluted with water and extracted with ethyl acetate. The ethyl acetate solution is washed with brine, dried (MgSO4) and after concentrating at reduced pressure, the residue is chromatographed on sil... Yield: 76.4%. Run in CN(C)C=O (DMF), CN(C)C=O (DMF), O (water). Run at time 0.5 hour. Starting materials: C(C)N(C(=O)C=1C=CC=2C(C3=CC=CC=C3OC2C1)=O)CC (9-Oxo-9H-xanthene-3-carboxylic acid diethylamide), C(=O)(OC(C)(C)C)N1C(CCCC1)=O (N-Boc-piperidone). Yields the product C(C)N(C(=O)C=1C=CC=2C(C3=CC(=CC=C3OC2C1)NC(C)=O)=C1CCNCC1)CC (7-Acetylamino-9-piperidin-4-ylidene-9H-xanthene-3-carboxylic acid diethylamide). RXN SMILES: [CH2:1]([N:3]([CH2:21][CH3:22])[C:4]([C:6]1[CH:7]=[CH:8][C:9]2[C:10](=O)[C:11]3[C:16]([O:17][C:18]=2[CH:19]=1)=[CH:15][CH:14]=[CH:13][CH:12]=3)=[O:5])[CH3:2].C([N:30]1[CH2:35][CH2:34][CH2:33][CH2:32][C:31]1=O)(OC(C)(C)C)=O>>[CH2:1]([N:3]([CH2:21][CH3:22])[C:4]([C:6]1[CH:7]=[CH:8][C:9]2[C:10](=[C:33]3[CH2:32][CH2:31][NH:30][CH2:35][CH2:34]3)[C:11]3[C:16]([O:17][C:18]=2[CH:19]=1)=[CH:15][CH:14]=[C:13]([NH:3][C:4](=[O:5])[CH3:6])[CH:12]=3)=[O:5])[CH3:2]. Reported procedure: Compound 10f was synthesized by an adaptation of Procedure 7, substituting compound 7f for compound 6a, and substituting N-Boc-piperidone for N-carbethoxynortropinone. MS m/z=420.3 (M+1).